From a dataset of the Open Reaction Database (ORD), a public repository of structured organic reaction records. describe an organic reaction: reactants, conditions, products, and yield The reactants are CC(C)(C)OC(=O)Nc1ccc(-c2ccccc2)cc1N, CCOC(=O)CC(=O)c1ccsc1. The product is CC(C)(C)OC(=O)Nc1ccc(-c2ccccc2)cc1NC(=O)CC(=O)c1ccsc1. As a reaction SMILES: [C:1]([CH3:2])([CH3:3])([CH3:4])[O:5][C:6]([NH:7][c:8]1[c:9]([NH2:20])[cH:10][c:11](-[c:14]2[cH:15][cH:16][cH:17][cH:18][cH:19]2)[cH:12][cH:13]1)=[O:21].[CH2:22]([O:24][C:25](=[O:23])[CH2:26][C:27]([c:28]1[cH:29][s:30][cH:31][cH:32]1)=[O:33])[CH3:34]>>[C:1]([CH3:2])([CH3:3])([CH3:4])[O:5][C:6]([NH:7][c:8]1[c:9]([NH:20][C:25](=[O:24])[CH2:26][C:27]([c:28]2[cH:29][s:30][cH:31][cH:32]2)=[O:33])[cH:10][c:11](-[c:14]2[cH:15][cH:16][cH:17][cH:18][cH:19]2)[cH:12][cH:13]1)=[O:21]. Reactants: CCO, CCCCCCCCCCCCCCCCOc1ccc(OCC(=O)OC)cc1, Cl, [K+], [OH-], O. Product: CCCCCCCCCCCCCCCCOc1ccc(OCC(=O)O)cc1. RXN SMILES: [CH2:34]([OH:35])[CH3:36].[CH3:1][O:2][C:3]([CH2:4][O:5][c:6]1[cH:7][cH:8][c:9]([O:12][CH2:13][CH2:14][CH2:15][CH2:16][CH2:17][CH2:18][CH2:19][CH2:20][CH2:21][CH2:22][CH2:23][CH2:24][CH2:25][CH2:26][CH2:27][CH3:28])[cH:10][cH:11]1)=[O:29].[ClH:33].[K+:31].[OH-:30].[OH2:32]>>[O:2]=[C:3]([CH2:4][O:5][c:6]1[cH:7][cH:8][c:9]([O:12][CH2:13][CH2:14][CH2:15][CH2:16][CH2:17][CH2:18][CH2:19][CH2:20][CH2:21][CH2:22][CH2:23][CH2:24][CH2:25][CH2:26][CH2:27][CH3:28])[cH:10][cH:11]1)[OH:29]. Reactants: CC(=O)C.OS(=O)(=O)O.O=[Cr](=O)=O (Jones' reagent), CC(C)(C#CC(C#CC(C)(C)C)O)C (2,2,8,8-tetramethylnona-3,6-diyn-5-ol), ice water. Solvent: CC(=O)C (acetone). The product is CC(C)(C#CC(C#CC(C)(C)C)=O)C (2,2,8,8-tetramethylnona-3,6-diyn-5-one). Isolated yield 94.0%. Reaction SMILES: CC(C)=O.OS(O)(=O)=O.O=[Cr](=O)=O.[CH3:14][C:15]([CH3:27])([C:17]#[C:18][CH:19]([OH:26])[C:20]#[C:21][C:22]([CH3:25])([CH3:24])[CH3:23])[CH3:16]>CC(C)=O>[CH3:24][C:22]([CH3:25])([C:21]#[C:20][C:19](=[O:26])[C:18]#[C:17][C:15]([CH3:27])([CH3:16])[CH3:14])[CH3:23] |f:0.1.2|. Procedure details: The Jones' reagent (2.2 L) was added dropwise to a solution of 2,2,8,8-tetramethylnona-3,6-diyn-5-ol (500 g, 2.6 mol, prepared in Part A above) in acetone (1.5 L), and the rapid, exothermic reaction which followed was monitored by thin layer chromatography for disappearance of starting material. When this had been observed, the two-phase mixture was poured with agitation into ice/water, and the resultant precipitate was filtered and washed with water until a colorless filtrate was obtained. Air ... The reactants are Cn1ncc(Cl)c1-c1cc(N(C(=O)[O-])C(C)(C)C)sc1Cl, CO, Cl, C1COCCO1. Yields the product Cn1ncc(Cl)c1-c1cc(N)sc1Cl. As a reaction SMILES: [CH3:1][C:2]([N:5]([C:3](=[O:4])[O-:6])[c:9]1[s:10][c:11]([Cl:21])[c:12](-[c:14]2[c:15]([Cl:20])[cH:16][n:17][n:18]2[CH3:19])[cH:13]1)([CH3:7])[CH3:8].[CH3:23][OH:24].[ClH:22].[O:25]1[CH2:26][CH2:27][O:28][CH2:29][CH2:30]1>>[NH2:5][c:9]1[s:10][c:11]([Cl:21])[c:12](-[c:14]2[c:15]([Cl:20])[cH:16][n:17][n:18]2[CH3:19])[cH:13]1. Reactants: N([C@@H](CC1=CC=CC=C1)C(=O)NCC(=O)N[C@@H](CC(C)C)C(=O)O)C(=O)OCC1=CC=CC=C1 (Z-Phe-Gly-Leu-OH), Cl (HCl), N([C@@H](CC1=CC=CC=C1)C(=O)NCC(=O)N[C@@H](CC(C)C)C(=O)O)C(=O)OCC1=CC=CC=C1 (Z-Phe-Gly-Leu-OH). The reagents and catalysts are [Pd] (Pd on carbon). Solvent: CO (methanol). Product: MeOSuc-Phe-Gly-Leu-OH, N[C@@H](CC1=CC=CC=C1)C(=O)NCC(=O)N[C@@H](CC(C)C)C(=O)O (H-Phe-Gly-Leu-OH). Reaction SMILES: [NH:1](C(OCC1C=CC=CC=1)=O)[C@H:2]([C:10]([NH:12][CH2:13][C:14]([NH:16][C@H:17]([C:22]([OH:24])=[O:23])[CH2:18][CH:19]([CH3:21])[CH3:20])=[O:15])=[O:11])[CH2:3][C:4]1[CH:9]=[CH:8][CH:7]=[CH:6][CH:5]=1.Cl>CO.[Pd]>[NH2:1][C@H:2]([C:10]([NH:12][CH2:13][C:14]([NH:16][C@H:17]([C:22]([OH:24])=[O:23])[CH2:18][CH:19]([CH3:21])[CH3:20])=[O:15])=[O:11])[CH2:3][C:4]1[CH:5]=[CH:6][CH:7]=[CH:8][CH:9]=1. Procedure details: MeOSuc-Phe-Gly-Leu-OH was prepared from Z-Phe-Gly-Leu-OH, as described above in Procedure C. Z-Phe-Gly-Leu-OH (4.00 g, 8.52 mmol) was dissolved in 100 mL of methanol and hydrogenated in the presence of 1.0 eq of anhydrous HCl and 0.50 g of 10% Pd on carbon overnight in a Parr apparatus. The resulting reaction mixture was filtered and solvent was evaporated to yield 3.1 g of H-Phe-Gly-Leu-OH as a foam. The product is C#CCOC(=O)c1cccc(N)c1. RXN SMILES: [CH2:18]([C:19]([CH3:20])=[O:21])[CH3:22].[H:16][H:17].[N+:1]([O-:2])(=[O:3])[c:4]1[cH:5][c:6]([C:7](=[O:8])[O:9][CH2:10][C:11]#[CH:12])[cH:13][cH:14][cH:15]1>>[NH2:1][c:4]1[cH:5][c:6]([C:7](=[O:8])[O:9][CH2:10][C:11]#[CH:12])[cH:13][cH:14][cH:15]1. Reactants: CCC(C)=O, [H][H], C#CCOC(=O)c1cccc([N+](=O)[O-])c1. The reactants are C(#N)C=1C(=NC=C(C(=O)OC)C1)OC(C(F)(F)F)C (Methyl 5-cyano-6-(2,2,2-trifluoro-1-methylethoxy)nicotinate), FC(C(C)O)(F)F (1,1,1-trifluoro-2-propanol), [OH-].[Na+] (NaOH). The solvent is CCOCC (Et2O), CCOCC (Et2O). Reaction conditions: time 8 hour. Product: C(#N)C=1C(=NC=C(C(=O)O)C1)OC(C(F)(F)F)C (5-Cyano-6-(2,2,2-trifluoro-1-methylethoxy)nicotinic acid). Yield: 95.2%. As a reaction SMILES: [C:1]([C:3]1[C:4]([O:13][CH:14]([CH3:19])[C:15]([F:18])([F:17])[F:16])=[N:5][CH:6]=[C:7]([CH:12]=1)[C:8]([O:10]C)=[O:9])#[N:2].FC(F)(F)C(O)C.[OH-].[Na+]>CCOCC>[C:1]([C:3]1[C:4]([O:13][CH:14]([CH3:19])[C:15]([F:18])([F:17])[F:16])=[N:5][CH:6]=[C:7]([CH:12]=1)[C:8]([OH:10])=[O:9])#[N:2] |f:2.3|. Reported procedure: To a solution of 363 mg (1.32 mmol) of methyl 5-cyano-6-(2,2,2-trifluoro-1-methylethoxy)nicotinate (from Step C) and 5.0 mL of 1,1,1-trifluoro-2-propanol in 5.0 mL of Et2O was added 530 μL (2.65 mmol) of 5.0 N NaOH. After stirring at rt overnight, the mixture was diluted with Et2O (20 mL), washed with diluted HCl (2×10 mL), dried over Na2SO4, and concentrated to give 327 mg of the title compound: 1H NMR (500 MHz, CD3OD) δ 1.46 (d, J=6.4, 3H), 5.92 (m, 1H), 8.52 (d, J=2.1, 1H), 8.86 (d, J=2.0, 1H... Reactants: CC=1C=C(OC2=CC=CC3=CC=CC=C23)C=CC1 (1-(3-Methylphenoxy)naphthalene), BrN1C(CCC1=O)=O (N-bromosuccinimide). The reagents and catalysts are N(=NC(C#N)(C)C)C(C#N)(C)C (2,2′-azobis(isobutyronitrile)). Solvent: C1(=CC=CC=C1)C(F)(F)F (benzotrifluoride). Reaction conditions: temperature 100 celsius, time 4 hour. The product is BrCC=1C=C(OC2=CC=CC3=CC=CC=C23)C=CC1 (1-[3-(Bromomethyl)phenoxy]naphthalene). The yield is 73.1%. RXN SMILES: [CH3:1][C:2]1[CH:3]=[C:4]([CH:16]=[CH:17][CH:18]=1)[O:5][C:6]1[C:15]2[C:10](=[CH:11][CH:12]=[CH:13][CH:14]=2)[CH:9]=[CH:8][CH:7]=1.[Br:19]N1C(=O)CCC1=O>C1(C(F)(F)F)C=CC=CC=1.N(C(C)(C)C#N)=NC(C)(C)C#N>[Br:19][CH2:1][C:2]1[CH:3]=[C:4]([CH:16]=[CH:17][CH:18]=1)[O:5][C:6]1[C:15]2[C:10](=[CH:11][CH:12]=[CH:13][CH:14]=2)[CH:9]=[CH:8][CH:7]=1. Reported procedure: 1-(3-Methylphenoxy)naphthalene (500 mg, 2.1 mmol) was dissolved in benzotrifluoride (30 mL), N-bromosuccinimide (417 mg, 2.3 mmol) and 2,2′-azobis(isobutyronitrile) (10 mg, 0.06 mmol) were added thereto, and then the mixture was stirred at 100° C. for 4 hours. The reaction solution was filtered, and concentrated under reduced pressure. The residue was purified with silica gel column chromatography (hexane/ethyl acetate=100:0 to 90:10) to give the title compound (481 mg, yield 73%).